describe an organic reaction: reactants, conditions, products, and yield From a dataset of the Open Reaction Database (ORD), a public repository of structured organic reaction records. Starting materials: CS(=O)(=O)O (Methanesulfonic acid), ClC=1C=CC(=NC1)NC(C(=O)N[C@@H]1[C@@H](C[C@H](CC1)C(=O)N(C)C)NC(OC(C)(C)C)=O)=O (tert-butyl [(1R,2S,5S)-2-({[(5-chloropyridin-2-yl)amino](oxo)acetyl}amino)-5-(dimethylaminocarbonyl)cyclohexyl]carbamate), Cl.CN1CC2=C(CC1)N=C(S2)C(=O)O (5-methyl-4,5,6,7-tetrahydro[1,3]thiazolo[5,4-c]pyridine-2-carboxylic acid hydrochloride), ON1N=NC2=C1C=CC=C2 (1-hydroxybenzotriazole), Cl.C(C)N=C=NCCCN(C)C (1-ethyl-3-(3-dimethylaminopropyl)carbodiimide hydrochloride). Run in O (water), C(C)N(CC)CC (Triethylamine), C(C)#N (acetonitrile), C(C)N(CC)CC (triethylamine). Conditions: time 2 hour. The product is ClC=1C=CC(=NC1)NC(C(=O)N[C@@H]1[C@@H](C[C@H](CC1)C(=O)N(C)C)NC(=O)C=1SC=2CN(CCC2N1)C)=O (N1-(5-chloropyridin-2-yl)-N2-((1S,2R,4S)-4-[(dimethylamino)carbonyl]-2-{[(5-methyl-4,5,6,7-tetrahydrothiazolo[5,4-c]pyridin-2-yl)carbonyl]amino}cyclohexyl)ethanediamide). Isolated yield 92.7%. Reaction SMILES: CS(O)(=O)=O.[Cl:6][C:7]1[CH:8]=[CH:9][C:10]([NH:13][C:14](=[O:37])[C:15]([NH:17][C@H:18]2[CH2:23][CH2:22][C@H:21]([C:24]([N:26]([CH3:28])[CH3:27])=[O:25])[CH2:20][C@H:19]2[NH:29][C:30](=O)[O:31]C(C)(C)C)=[O:16])=[N:11][CH:12]=1.Cl.[CH3:39][N:40]1[CH2:45][CH2:44][C:43]2[N:46]=[C:47](C(O)=O)[S:48][C:42]=2[CH2:41]1.ON1C2C=CC=CC=2N=N1.Cl.C(N=C=NCCCN(C)C)C>C(#N)C.O.C(N(CC)CC)C>[Cl:6][C:7]1[CH:8]=[CH:9][C:10]([NH:13][C:14](=[O:37])[C:15]([NH:17][C@H:18]2[CH2:23][CH2:22][C@H:21]([C:24]([N:26]([CH3:27])[CH3:28])=[O:25])[CH2:20][C@H:19]2[NH:29][C:30]([C:47]2[S:48][C:42]3[CH2:41][N:40]([CH3:39])[CH2:45][CH2:44][C:43]=3[N:46]=2)=[O:31])=[O:16])=[N:11][CH:12]=1 |f:2.3,5.6|. Reported procedure: Methanesulfonic acid (66 ml) was added to a suspension of tert-butyl [(1R,2S,5S)-2-({[(5-chloropyridin-2-yl)amino](oxo)acetyl}amino)-5-(dimethylaminocarbonyl)cyclohexyl]carbamate (17) (95.1 g) in acetonitrile (1900 ml) at room temperature, and the mixture was stirred at this temperature for 2 hours. To the reaction solution, triethylamine (155 ml), 5-methyl-4,5,6,7-tetrahydro[1,3]thiazolo[5,4-c]pyridine-2-carboxylic acid hydrochloride (13a) (52.5 g), 1-hydroxybenzotriazole (33.0 g), and 1-ethyl-... The reactants are C(C)(=O)O[C@@H]1[C@@]2([C@]3(C=CC(C=C3CC[C@H]2[C@@H]2CC[C@@H]([C@@]2(C)C1)SC)=O)C)F ((11β,17β)-11-(acetyloxy)-9-fluoro-17-(methylthio)androsta-1,4-dien-3-one). The solvent is CO (methanol), O1CCCC1 (tetrahydrofuran). Reaction conditions: time 45 minute. Yields the product F[C@@]12[C@]3(C=CC(C=C3CC[C@H]1[C@@H]1CC[C@@H]([C@@]1(C)C[C@@H]2O)SC)=O)C ((11β,17β)-9-Fluoro-11-hydroxy-17-(methylthio)androsta-1,4-dien-3-one). RXN SMILES: C([O:4][C@H:5]1[CH2:22][C@@:20]2([CH3:21])[C@@H:16]([CH2:17][CH2:18][C@@H:19]2[S:23][CH3:24])[C@H:15]2[C@@:6]1([F:27])[C@:7]1([CH3:26])[C:12]([CH2:13][CH2:14]2)=[CH:11][C:10](=[O:25])[CH:9]=[CH:8]1)(=O)C>CO.O1CCCC1>[F:27][C@:6]12[C@@H:5]([OH:4])[CH2:22][C@@:20]3([CH3:21])[C@@H:16]([CH2:17][CH2:18][C@@H:19]3[S:23][CH3:24])[C@@H:15]1[CH2:14][CH2:13][C:12]1[C@:7]2([CH3:26])[CH:8]=[CH:9][C:10](=[O:25])[CH:11]=1. Procedure details: A solution of (11β,17β)-11-(acetyloxy)-9-fluoro-17-(methylthio)androsta-1,4-dien-3-one (2.0 g; 5.09 mmole) in a mixture of methanol (15 ml) and tetrahydrofuran (15 ml) was flushed well with nitrogen, 3M aqueous sodium hydroxide (2.0 ml) was added and the mixture was stirred at room temperature for 45 minutes. A moderate excess of acetic acid was added, the mixture was concentrated in vacuo and was diluted with water. The steroid that separated was isolated by filtration, washed with water, dried...